Dataset: the Open Reaction Database (ORD), a public repository of structured organic reaction records. Task: describe an organic reaction: reactants, conditions, products, and yield The reactants are CS(=O)(=O)OCC(COCCCCCCCCCCCCCCCCCC)OC (2-methoxy-3-octadecyloxypropyl methanesulfonate), C[O-].[Na+] (sodium methoxide), SCCCCCCO (6-mercaptohexanol), [BH4-].[Na+] (sodium borohydride). The solvent is O (water), C1CCOC1 (THF), CO (methanol). Conditions: time 1 hour. Yields the product OCCCCCCSCC(COCCCCCCCCCCCCCCCCCC)OC (2-Methoxy-3-octadecyloxypropyl 6-hydroxyhexyl sulfide). Yield: 97.5%. Reaction SMILES: C[O-].[Na+].[SH:4][CH2:5][CH2:6][CH2:7][CH2:8][CH2:9][CH2:10][OH:11].[BH4-].[Na+].CS(O[CH2:19][CH:20]([O:41][CH3:42])[CH2:21][O:22][CH2:23][CH2:24][CH2:25][CH2:26][CH2:27][CH2:28][CH2:29][CH2:30][CH2:31][CH2:32][CH2:33][CH2:34][CH2:35][CH2:36][CH2:37][CH2:38][CH2:39][CH3:40])(=O)=O>O.C1COCC1.CO>[OH:11][CH2:10][CH2:9][CH2:8][CH2:7][CH2:6][CH2:5][S:4][CH2:19][CH:20]([O:41][CH3:42])[CH2:21][O:22][CH2:23][CH2:24][CH2:25][CH2:26][CH2:27][CH2:28][CH2:29][CH2:30][CH2:31][CH2:32][CH2:33][CH2:34][CH2:35][CH2:36][CH2:37][CH2:38][CH2:39][CH3:40] |f:0.1,3.4|. Procedure details: To 14 ml of a methanol solution of sodium methoxide (1M solution) are added 2.04 g of 6-mercaptohexanol and 0.24 g of sodium borohydride, to which a THF (20 ml) solution containing 2.18 g of 2-methoxy-3-octadecyloxypropyl methanesulfonate is added dropwise under nitrogen streams with stirring. The mixture is stirred at room temperature for 20 hours and then at 40° C. for 1 hour. After the addition of water, the mixture is extracted with ethyl acetate. The extracted layer is washed with water, dr... Starting materials: Cl.NC1CC2=CC=CC=C2C1 (2-aminoindan hydrochloride), C(C)(=O)[O-].[Na+] (sodium acetate), COC(CC1=CC(=CC=C1)OC1=C(C=C(C=C1)C(F)(F)F)C=O)=O ([3-(2-Formyl-4-trifluoromethyl-phenoxy)-phenyl]-acetic acid methyl ester), C(#N)[BH3-].[Na+] (sodium cyanoborohydride). Run in CO (MeOH), CO (MeOH). Run at temperature 50 celsius, time 2 hour. The product is COC(CC1=CC(=CC=C1)OC1=C(C=C(C=C1)C(F)(F)F)CNC1CC2=CC=CC=C2C1)=O ({3-[2-(Indan-2-ylaminomethyl)-4-trifluoromethyl-phenoxy]-phenyl}-acetic acid methyl ester). Reaction SMILES: Cl.[NH2:2][CH:3]1[CH2:11][C:10]2[C:5](=[CH:6][CH:7]=[CH:8][CH:9]=2)[CH2:4]1.C([O-])(=O)C.[Na+].[CH3:17][O:18][C:19](=[O:40])[CH2:20][C:21]1[CH:26]=[CH:25][CH:24]=[C:23]([O:27][C:28]2[CH:33]=[CH:32][C:31]([C:34]([F:37])([F:36])[F:35])=[CH:30][C:29]=2[CH:38]=O)[CH:22]=1.C([BH3-])#N.[Na+]>CO>[CH3:17][O:18][C:19](=[O:40])[CH2:20][C:21]1[CH:26]=[CH:25][CH:24]=[C:23]([O:27][C:28]2[CH:33]=[CH:32][C:31]([C:34]([F:36])([F:35])[F:37])=[CH:30][C:29]=2[CH2:38][NH:2][CH:3]2[CH2:11][C:10]3[C:5](=[CH:6][CH:7]=[CH:8][CH:9]=3)[CH2:4]2)[CH:22]=1 |f:0.1,2.3,5.6|. Procedure: To 2-aminoindan hydrochloride (0.253 g, 1.49 mmol) in MeOH (2 mL) was added sodium acetate (0.122 g, 1.49 mmol), and the mixture was heated with a heating gun for 2 minutes. [3-(2-Formyl-4-trifluoromethyl-phenoxy)-phenyl]-acetic acid methyl ester (0.420 g, 1.24 mmol) in MeOH was added, followed by sodium cyanoborohydride (0.140 g, 2.23 mmol), and the reaction was stirred at room temperature for 2 hours and at 50° C. for 2 hours. After cooling to room temperature, the mixture was partitioned betw...